From a dataset of the Open Reaction Database (ORD), a public repository of structured organic reaction records. describe an organic reaction: reactants, conditions, products, and yield Reactants: CC(c1ccccc1)N1CC2(C(=O)OC(C)(C)C)C=CCC2C1=S, CCO. The product is CC(c1ccccc1)N1CC2CC=CC2(C(=O)OC(C)(C)C)C1. Reaction SMILES: [C:1]([CH3:2])([CH3:3])([CH3:4])[O:5][C:6](=[O:7])[C:8]12[CH2:9][N:10]([CH:17]([CH3:18])[c:19]3[cH:20][cH:21][cH:22][cH:23][cH:24]3)[C:11](=[S:16])[CH:12]1[CH2:13][CH:14]=[CH:15]2.[CH3:25][CH2:26][OH:27]>>[C:1]([CH3:2])([CH3:3])([CH3:4])[O:5][C:6](=[O:7])[C:8]12[CH2:9][N:10]([CH:17]([CH3:18])[c:19]3[cH:20][cH:21][cH:22][cH:23][cH:24]3)[CH2:11][CH:12]1[CH2:13][CH:14]=[CH:15]2.